This data is from the Open Reaction Database (ORD), a public repository of structured organic reaction records. The task is: describe an organic reaction: reactants, conditions, products, and yield Reactants: CC(C)(C)OC(=O)N1CCN(Cc2ccc(C(=O)O)cc2C(F)(F)F)CC1, Cc1ccc(N)cc1Nc1nccc(-c2cncnc2)n1. Yields the product Cc1ccc(NC(=O)c2ccc(CN3CCN(C(=O)OC(C)(C)C)CC3)c(C(F)(F)F)c2)cc1Nc1nccc(-c2cncnc2)n1. As a reaction SMILES: [C:22]([CH3:23])([CH3:24])([CH3:25])[O:26][C:27](=[O:28])[N:29]1[CH2:30][CH2:31][N:32]([CH2:35][c:36]2[c:37]([C:45]([F:46])([F:47])[F:48])[cH:38][c:39]([C:40](=[O:41])[OH:42])[cH:43][cH:44]2)[CH2:33][CH2:34]1.[CH3:1][c:2]1[c:3]([NH:9][c:10]2[n:11][cH:12][cH:13][c:14](-[c:16]3[cH:17][n:18][cH:19][n:20][cH:21]3)[n:15]2)[cH:4][c:5]([NH2:6])[cH:7][cH:8]1>>[CH3:1][c:2]1[c:3]([NH:9][c:10]2[n:11][cH:12][cH:13][c:14](-[c:16]3[cH:17][n:18][cH:19][n:20][cH:21]3)[n:15]2)[cH:4][c:5]([NH:6][C:40]([c:39]2[cH:38][c:37]([C:45]([F:46])([F:47])[F:48])[c:36]([CH2:35][N:32]3[CH2:31][CH2:30][N:29]([C:27]([O:26][C:22]([CH3:23])([CH3:24])[CH3:25])=[O:28])[CH2:34][CH2:33]3)[cH:44][cH:43]2)=[O:41])[cH:7][cH:8]1. Reactants: C(C1=CC=CC=C1)OC1=CC=2C=C(C=3C4=CC[C@@H]([C@@]4(C)CCC3C2C=C1)O)C=O (3-benzyloxy-17β-hydroxyoestra-1,3,5(10),6,8(9),14(15)-hexaene-7-carboxaldehyde), C(CCC)[Li] (Butyl-lithium), solution, [Br-].C(CCC)N(C(=O)CCCCCCCCC[P+](C1=CC=CC=C1)(C1=CC=CC=C1)C1=CC=CC=C1)C ([9-(N-n-butyl-N-methylcarbamoyl)nonyl]triphenylphosphonium bromide). Run in O1CCCC1 (tetrahydrofuran), CCCCCC (hexane), CS(=O)C (dimethyl sulphoxide), O1CCCC1 (tetrahydrofuran). Run at time 1 hour. Yields the product C(C1=CC=CC=C1)OC1=CC=2C=C(C=3C4=CC[C@@H]([C@@]4(C)CCC3C2C=C1)O)C=CCCCCCCCCC(=O)N(C)CCCC (11-(3-benzyloxy-17β-hydroxyoestra-1,3,5(10),6,8(9),14(15)-hexaen-7-yl)-N-n-butyl-N-methylundec-10-enamide). RXN SMILES: [CH2:1]([Li])[CH2:2][CH2:3][CH3:4].[Br-].[CH2:7]([N:11]([CH3:42])[C:12]([CH2:14][CH2:15][CH2:16][CH2:17][CH2:18][CH2:19][CH2:20][CH2:21][CH2:22][P+](C1C=CC=CC=1)(C1C=CC=CC=1)C1C=CC=CC=1)=[O:13])[CH2:8][CH2:9][CH3:10].C([O:50][C:51]1[CH:68]=[CH:67][C:66]2[C:65]3[CH2:64][CH2:63][C@@:61]4([CH3:62])[C:57](=[CH:58][CH2:59][C@@H:60]4[OH:69])[C:56]=3C(C=O)=C[C:53]=2[CH:52]=1)C1C=CC=CC=1>CCCCCC.CS(C)=O.O1CCCC1>[CH2:1]([O:50][C:51]1[CH:68]=[CH:67][C:66]2[C:65]3[CH2:64][CH2:63][C@@:61]4([CH3:62])[C:57](=[CH:58][CH2:59][C@@H:60]4[OH:69])[C:56]=3[C:14]([CH:15]=[CH:22][CH2:21][CH2:20][CH2:19][CH2:18][CH2:17][CH2:16][CH2:15][CH2:14][C:12]([N:11]([CH2:7][CH2:8][CH2:9][CH3:10])[CH3:42])=[O:13])=[CH:12][C:53]=2[CH:52]=1)[C:2]1[CH:9]=[CH:8][CH:7]=[CH:4][CH:3]=1 |f:1.2|. Procedure details: Butyl-lithium (0.8 ml. of a 1.6 molar solution in hexane) was added dropwise to a stirred solution of [9-(N-n-butyl-N-methylcarbamoyl)nonyl]triphenylphosphonium bromide (1.2 g.) in a mixture of dimethyl sulphoxide (2 ml.) and tetrahydrofuran (18 ml.), a solution of 3-benzyloxy-17β-hydroxyoestra-1,3,5(10),6,8(9),14(15)-hexaene-7-carboxaldehyde (0.05 g.) in tetrahydrofuran (2 ml.) was then added and the mixture was stirred at laboratory temperature for 1 hour and then evaporated to dryness under r... Reactants: CCO, NN, O=C1c2ccccc2C(=O)N1OCc1cccc2ccccc12. Yields the product NOCc1cccc2ccccc12. RXN SMILES: [CH3:26][CH2:27][OH:28].[NH2:24][NH2:25].[c:1]1([CH2:11][O:12][N:13]2[C:14](=[O:15])[c:16]3[cH:17][cH:18][cH:19][cH:20][c:21]3[C:22]2=[O:23])[cH:2][cH:3][cH:4][c:5]2[cH:6][cH:7][cH:8][cH:9][c:10]12>>[c:1]1([CH2:11][O:12][NH2:13])[cH:2][cH:3][cH:4][c:5]2[cH:6][cH:7][cH:8][cH:9][c:10]12.